From a dataset of the Open Reaction Database (ORD), a public repository of structured organic reaction records. describe an organic reaction: reactants, conditions, products, and yield Starting materials: [Mg] (magnesium), C1=C(C=CC2=CC=CC=C12)C=O (2-naphthaldehyde), [Mg] (magnesium), BrCCBr (1,2-dibromoethane), BrCCCCC=C (6-bromohexene), Grignard reagent. The solvent is C1CCOC1 (THF), C1CCOC1 (THF), C1CCOC1 (THF). Conditions: time 15 minute. Product: C1=C(C=CC2=CC=CC=C12)C(CCCCC=C)O (1-(2-Naphthyl)-6-heptenol). The yield is 89.0%. Reaction SMILES: [Mg].BrCCBr.Br[CH2:7][CH2:8][CH2:9][CH2:10][CH:11]=[CH2:12].[CH:13]1[C:22]2[C:17](=[CH:18][CH:19]=[CH:20][CH:21]=2)[CH:16]=[CH:15][C:14]=1[CH:23]=[O:24]>C1COCC1>[CH:13]1[C:22]2[C:17](=[CH:18][CH:19]=[CH:20][CH:21]=2)[CH:16]=[CH:15][C:14]=1[CH:23]([OH:24])[CH2:12][CH2:11][CH2:10][CH2:9][CH:8]=[CH2:7]. Procedure details: A flame-dried round-bottomed flask was charged with magnesium turnings (1.23 g, 50.75 mmol) and stirred under vacuum for 15 minutes and then applied under nitrogen atmosphere. THF (70 mL) was added followed by 1,2-dibromoethane (381 mg, 2.03 mmol), and the mixture was brought to the boiling point for 1 minute, then and cooled down to room temperature. A solution of 6-bromohexene (8.28 g, 50.75 mmol) in THF (30 mL) was transferred via cannula to the magnesium flask and the mixture was refluxed ov... The reactants are CC1S[C@H]2N(C(=C1)C(=O)OCC(Cl)(Cl)Cl)C(C2NC(CN2N=NN=C2)=O)=O (2,2,2-trichloroethyl 2-methyl-7-[2-(1H-tetrazol-1-yl)acetamido]-3-cephem-4-carboxylate), CN(C=O)C (dimethylformamide). Reagents/catalysts: [Zn] (zinc), [Zn] (Zinc). The solvent is C(C)(=O)O (acetic acid). Reaction conditions: time 1.5 hour. Yields the product CC1S[C@H]2N(C(=C1)C(=O)O)C(C2NC(CN2N=NN=C2)=O)=O (2-methyl-7-[2-(1H-tetrazol-1-yl)-acetamido]-3-cephem-4-carboxylic acid). The yield is 68.1%. Reaction SMILES: [CH3:1][CH:2]1[CH:7]=[C:6]([C:8]([O:10]CC(Cl)(Cl)Cl)=[O:9])[N:5]2[C:16](=[O:27])[CH:17]([NH:18][C:19](=[O:26])[CH2:20][N:21]3[CH:25]=[N:24][N:23]=[N:22]3)[C@H:4]2[S:3]1.CN(C)C=O>[Zn].C(O)(=O)C>[CH3:1][CH:2]1[CH:7]=[C:6]([C:8]([OH:10])=[O:9])[N:5]2[C:16](=[O:27])[CH:17]([NH:18][C:19](=[O:26])[CH2:20][N:21]3[CH:25]=[N:24][N:23]=[N:22]3)[C@H:4]2[S:3]1. Reported procedure: Zinc powder (2.4 g) was added under ice-cooling and stirring to a solution of 2,2,2-trichloroethyl 2-methyl-7-[2-(1H-tetrazol-1-yl)acetamido]-3-cephem-4-carboxylate (2.0 g) in a mixture of anhydrous dimethylformamide (10 ml) and acetic acid (3 ml), and the mixture was stirred for 1.5 hours at the same temperature. After the reaction, zinc powder was filtered off, and the filtrate was extracted by pouring into a mixture of ethyl acetate (50 ml), ice-water and 10% hydrochloric acid (5 ml). The aqu... The reagents and catalysts are [Pd] (palladium). The product is NCCCCC1=CC=C(C=C1)CCCC(C)NC[C@H](O)C=1C=CC(=C(C1)NC=O)O (N-[5-(2-{4-[4-(4-Aminobutyl)phenyl]-1-methylbutylamino}-1-(R)-hydroxyethyl)-2-hydroxyphenyl]formamide). Reaction SMILES: C(OC(=O)[NH:10][CH2:11][CH2:12][CH2:13][CH2:14][C:15]1[CH:20]=[CH:19][C:18]([CH2:21][CH2:22][CH2:23][CH:24]([NH:26][CH2:27][C@@H:28]([C:30]2[CH:35]=[CH:34][C:33]([O:36]CC3C=CC=CC=3)=[C:32]([NH:44][CH:45]=[O:46])[CH:31]=2)[OH:29])[CH3:25])=[CH:17][CH:16]=1)C1C=CC=CC=1.C(O)C>[Pd].CO>[NH2:10][CH2:11][CH2:12][CH2:13][CH2:14][C:15]1[CH:16]=[CH:17][C:18]([CH2:21][CH2:22][CH2:23][CH:24]([NH:26][CH2:27][C@@H:28]([C:30]2[CH:35]=[CH:34][C:33]([OH:36])=[C:32]([NH:44][CH:45]=[O:46])[CH:31]=2)[OH:29])[CH3:25])=[CH:19][CH:20]=1. Isolated yield 53.7%. Starting materials: C(C1=CC=CC=C1)OC(NCCCCC1=CC=C(C=C1)CCCC(C)NC[C@H](O)C1=CC(=C(C=C1)OCC1=CC=CC=C1)NC=O)=O ([4-(4-{4-[2-(4-Benzyloxy-3-formylaminophenyl)-2-(R)-hydroxyethylamino]pentyl}-phenyl)butyl]carbamic acid benzyl ester), C(C)O (ethanol). Procedure: A mixture of compounds 27 (029 g, 0.45 mmol), palladium catalyst (0.2 g, 10% Pd on carbon, 50% wet), ethanol (10 mL) and methanol (5 mL) underwent hydrogenation at room temperature for 4 h under one H2 pressure. The catalyst was vacuum filtered and washed with ethanol (3×5 mL). The filtrate and the washings were combined and concentrated. The residue was subjected to column chromatography, eluting with a mixture of methanol (0-22%), concentrated ammonium hydroxide (0-2.2%) and dichloromethane (1... The solvent is CO (methanol). Reactants: CC=1C=C(C=CC1)C([C@@H](C)O)=O ((R)-1-(3-methylphenyl)-2-hydroxypropan-1-one), NC(CO)(C)C (2-amino-2-methyl-1-propanol), CN(C)C1=CC=CC2=C1C(=CC=C2)N(C)C (Proton sponge), S(=O)(=O)(C(F)(F)F)OS(=O)(=O)C(F)(F)F (triflic anhydride). Solvent: C(C)#N (acetonitrile). Yields the product C1(=CC(=CC=C1)[C@]1([C@@H](NC(CO1)(C)C)C)O)C ((2S,3S)-2-(m-Tolyl)-3,5,5-trimethylmorpholin-2-ol). Yield: 65.4%. As a reaction SMILES: [CH3:1][C:2]1[CH:3]=[C:4]([C:8](=[O:12])[C@H:9](O)[CH3:10])[CH:5]=[CH:6][CH:7]=1.CN(C1C2C(N(C)C)=CC=CC=2C=CC=1)C.S(OS(C(F)(F)F)(=O)=O)(C(F)(F)F)(=O)=O.[NH2:44][C:45]([CH3:49])([CH3:48])[CH2:46][OH:47]>C(#N)C>[C:2]1([CH3:1])[CH:7]=[CH:6][CH:5]=[C:4]([C@:8]2([OH:12])[O:47][CH2:46][C:45]([CH3:49])([CH3:48])[NH:44][C@H:9]2[CH3:10])[CH:3]=1. Procedure: Compound 4e was synthesized by a procedure similar to that described for (2S,3S)-4a using (R)-1-(3-methylphenyl)-2-hydroxypropan-1-one (10e, 4.2 g, 0.026 mol), Proton sponge (6.5 g, 0.030 mol), triflic anhydride (4.60 mL, 282 mmol), and 2-amino-2-methyl-1-propanol (5.0 g, 0.056 mol) in acetonitrile (55 mL). After purification, 4.0 g (66%) of the free base 4e was isolated and converted to 3.6 g of the hemi-D-tartrate salt, which had 94% ee: mp 104-105° C.; [α]20D +11.9° (c 0.85, CH3OH); 1H NMR (m... The reactants are FC(OC1=CC=C(C=C1)C1=CC=C(C=C1)S(=O)(=O)N(C(=O)OCC1=CC=CC=C1)CC1=C(C2=CC=CC=C2C=C1)C(=O)OC(C)(C)C)(F)F (1,1-dimethylethyl 2-[[[[4′-(trifluoromethoxy)[1,1′-biphenyl]-4-yl]sulfonyl](phenylmethoxycarbonyl)amino]methyl]-1-naphthalenecarboxylate), FC(C(=O)O)(F)F (trifluoroacetic acid). The solvent is C(Cl)Cl (CH2Cl2). Conditions: temperature 0 celsius, time 1 hour. The product is FC(OC1=CC=C(C=C1)C1=CC=C(C=C1)S(=O)(=O)N(C(=O)OCC1=CC=CC=C1)CC1=C(C2=CC=CC=C2C=C1)C(=O)O)(F)F (2-[[[[4′-(trifluoromethoxy)[1,1′-biphenyl]-4-yl]sulfonyl](phenylmethoxycarbonyl)amino]methyl]-1-naphthalenecarboxylic Acid). Yield: 100.3%. As a reaction SMILES: [F:1][C:2]([F:49])([F:48])[O:3][C:4]1[CH:9]=[CH:8][C:7]([C:10]2[CH:15]=[CH:14][C:13]([S:16]([N:19]([CH2:30][C:31]3[CH:40]=[CH:39][C:38]4[C:33](=[CH:34][CH:35]=[CH:36][CH:37]=4)[C:32]=3[C:41]([O:43]C(C)(C)C)=[O:42])[C:20]([O:22][CH2:23][C:24]3[CH:29]=[CH:28][CH:27]=[CH:26][CH:25]=3)=[O:21])(=[O:18])=[O:17])=[CH:12][CH:11]=2)=[CH:6][CH:5]=1.FC(F)(F)C(O)=O>C(Cl)Cl>[F:49][C:2]([F:1])([F:48])[O:3][C:4]1[CH:5]=[CH:6][C:7]([C:10]2[CH:11]=[CH:12][C:13]([S:16]([N:19]([CH2:30][C:31]3[CH:40]=[CH:39][C:38]4[C:33](=[CH:34][CH:35]=[CH:36][CH:37]=4)[C:32]=3[C:41]([OH:43])=[O:42])[C:20]([O:22][CH2:23][C:24]3[CH:29]=[CH:28][CH:27]=[CH:26][CH:25]=3)=[O:21])(=[O:18])=[O:17])=[CH:14][CH:15]=2)=[CH:8][CH:9]=1. Procedure details: A solution of Example 9F (1.19 g, 1.72 mmol) in CH2Cl2 (35 mL) under N2 at −20° C. was treated with trifluoroacetic acid (13.3 mL, 0.172 mol) and allowed to stir at 0° C. 2 for 1 hour and then quenched with 2.6 M Na2CO3 (50 mL). The reaction mixture was reacidified to pH 3 with 1 M aq HCl, extracted with ethyl acetate. The combined ogranic layers were washed with brine, dried (Na2SO4), filtered, and concentrated (chasing with anhydrous toluene) to provide 1.096 g (100%) of the desired compound w... The reactants are COc1ccc2c(Sc3ccccc3)ccnc2c1, ClCCl, O=C(OO)c1cccc(Cl)c1. Product: COc1ccc2c(S(=O)c3ccccc3)ccnc2c1. RXN SMILES: [CH3:1][O:2][c:3]1[cH:4][cH:5][c:6]2[c:7]([S:13][c:14]3[cH:15][cH:16][cH:17][cH:18][cH:19]3)[cH:8][cH:9][n:10][c:11]2[cH:12]1.[Cl:31][CH2:32][Cl:33].[OH:20][O:21][C:22]([c:23]1[cH:24][c:25]([Cl:26])[cH:27][cH:28][cH:29]1)=[O:30]>>[CH3:1][O:2][c:3]1[cH:4][cH:5][c:6]2[c:7]([S:13]([c:14]3[cH:15][cH:16][cH:17][cH:18][cH:19]3)=[O:20])[cH:8][cH:9][n:10][c:11]2[cH:12]1.